This data is from the Open Reaction Database (ORD), a public repository of structured organic reaction records. The task is: describe an organic reaction: reactants, conditions, products, and yield Reactants: O=C(Cl)c1cc(F)c(F)c(F)c1, CN1CCC(C(=O)c2cccc(N)c2)CC1. Yields the product CN1CCC(C(=O)c2cccc(NC(=O)c3cc(F)c(F)c(F)c3)c2)CC1. As a reaction SMILES: [F:17][c:18]1[cH:19][c:20]([C:21](=[O:22])[Cl:23])[cH:24][c:25]([F:28])[c:26]1[F:27].[NH2:1][c:2]1[cH:3][c:4]([C:5](=[O:6])[CH:7]2[CH2:8][CH2:9][N:10]([CH3:13])[CH2:11][CH2:12]2)[cH:14][cH:15][cH:16]1>>[NH:1]([c:2]1[cH:3][c:4]([C:5](=[O:6])[CH:7]2[CH2:8][CH2:9][N:10]([CH3:13])[CH2:11][CH2:12]2)[cH:14][cH:15][cH:16]1)[C:21]([c:20]1[cH:19][c:18]([F:17])[c:26]([F:27])[c:25]([F:28])[cH:24]1)=[O:22].